This data is from the Open Reaction Database (ORD), a public repository of structured organic reaction records. The task is: describe an organic reaction: reactants, conditions, products, and yield Reactants: [OH-].[Li+] (lithium hydroxide), ClC=1C(=NC(=NC1)NC1=C(C=C(C(=O)OC)C=C1)OC(F)F)NC (Methyl 4-(5-chloro-4-(methylamino)pyrimidin-2-ylamino)-3-(difluoromethoxy)benzoate), Cl (HCl). Solvent: O (water), C1CCOC1 (THF). The product is ClC=1C(=NC(=NC1)NC1=C(C=C(C(=O)O)C=C1)OC(F)F)NC (4-(5-chloro-4-(methylamino)pyrimidin-2-ylamino)-3-(difluoromethoxy)benzoic acid). The yield is 52.0%. Reaction SMILES: [Cl:1][C:2]1[C:3]([NH:23][CH3:24])=[N:4][C:5]([NH:8][C:9]2[CH:18]=[CH:17][C:12]([C:13]([O:15]C)=[O:14])=[CH:11][C:10]=2[O:19][CH:20]([F:22])[F:21])=[N:6][CH:7]=1.[OH-].[Li+].Cl>C1COCC1.O>[Cl:1][C:2]1[C:3]([NH:23][CH3:24])=[N:4][C:5]([NH:8][C:9]2[CH:18]=[CH:17][C:12]([C:13]([OH:15])=[O:14])=[CH:11][C:10]=2[O:19][CH:20]([F:21])[F:22])=[N:6][CH:7]=1 |f:1.2|. Procedure details: Methyl 4-(5-chloro-4-(methylamino)pyrimidin-2-ylamino)-3-(difluoromethoxy)benzoate (500 mg) was dissolved in 5 mL of THF and 5 mL of water. After dissolution, 234 mg of lithium hydroxide was added and the reaction was stirred at room temperature over night. The mixture was checked by LCMS and then carefully acidified with 1N HCl and partitioned with ethyl acetate. The organic layer was concentrated and purified by silica gel chromatography to give 250 mg of 4-(5-chloro-4-(methylamino)pyrimidin-2... Reactants: NC1=C(C=C(C=C1)SCCOCC)[N+](=O)[O-] (1-amino-2-nitro-4-(2-ethoxyethylthio) benzene), C([O-])([O-])=O.[Na+].[Na+] (sodium carbonate), CO (methanol), S(=O)([O-])S(=O)[O-].[Na+].[Na+] (sodium dithionite). Run in O (water). Yields the product NC1=C(C=C(C=C1)SCCOCC)N (1,2-diamino-4-(2-ethoxyethylthio) benzene). RXN SMILES: [NH2:1][C:2]1[CH:7]=[CH:6][C:5]([S:8][CH2:9][CH2:10][O:11][CH2:12][CH3:13])=[CH:4][C:3]=1[N+:14]([O-])=O.CO.S(S([O-])=O)([O-])=O.[Na+].[Na+].C(=O)([O-])[O-].[Na+].[Na+]>O>[NH2:1][C:2]1[CH:7]=[CH:6][C:5]([S:8][CH2:9][CH2:10][O:11][CH2:12][CH3:13])=[CH:4][C:3]=1[NH2:14] |f:2.3.4,5.6.7|. Procedure details: 6.4 G. of 1-amino-2-nitro-4-(2-ethoxyethylthio) benzene in 100 ml. of methanol and 50 ml. of water is treated with 16 ml. of sodium dithionite and 14 g. sodium carbonate at reflux under nitrogen. Heating is continued for one-half hour, then the methanol is evaporated from the mixture. The mixtue is diluted with 100 ml. of water and is extracted with chloroform. The chloroform solution is dried over sodium sulfate and 1,2-diamino-4-(2-ethoxyethylthio) benzene is obtained by evaporation of the sol... Starting materials: CN(Cc1cc(-c2cscc2Br)n(S(=O)(=O)c2cccnc2)c1)C(=O)OC(C)(C)C, [C-]#N, [C-]#N, CN(C)C=O, [Zn+2], c1ccc(P(c2ccccc2)(c2ccccc2)[Pd](P(c2ccccc2)(c2ccccc2)c2ccccc2)(P(c2ccccc2)(c2ccccc2)c2ccccc2)P(c2ccccc2)(c2ccccc2)c2ccccc2)cc1. Yields the product CN(Cc1cc(-c2cscc2C#N)n(S(=O)(=O)c2cccnc2)c1)C(=O)OC(C)(C)C. RXN SMILES: [Br:1][c:2]1[c:3](-[c:7]2[cH:8][c:9]([CH2:21][N:22]([C:23]([O:24][C:25]([CH3:26])([CH3:27])[CH3:28])=[O:29])[CH3:30])[cH:10][n:11]2[S:12](=[O:13])(=[O:14])[c:15]2[cH:16][n:17][cH:18][cH:19][cH:20]2)[cH:4][s:5][cH:6]1.[C-:36]#[N:37].[C-:39]#[N:40].[CH3:31][N:32]([CH3:33])[CH:34]=[O:35].[Zn+2:38].[cH:41]1[cH:42][cH:43][c:44]([P:45]([Pd:46]([P:47]([c:48]2[cH:49][cH:50][cH:51][cH:52][cH:53]2)([c:54]2[cH:55][cH:56][cH:57][cH:58][cH:59]2)[c:60]2[cH:61][cH:62][cH:63][cH:64][cH:65]2)([P:66]([c:67]2[cH:68][cH:69][cH:70][cH:71][cH:72]2)([c:73]2[cH:74][cH:75][cH:76][cH:77][cH:78]2)[c:79]2[cH:80][cH:81][cH:82][cH:83][cH:84]2)[P:85]([c:86]2[cH:87][cH:88][cH:89][cH:90][cH:91]2)([c:92]2[cH:93][cH:94][cH:95][cH:96][cH:97]2)[c:98]2[cH:99][cH:100][cH:101][cH:102][cH:103]2)([c:104]2[cH:105][cH:106][cH:107][cH:108][cH:109]2)[c:110]2[cH:111][cH:112][cH:113][cH:114][cH:115]2)[cH:116][cH:117]1>>[c:2]1([C:31]#[N:32])[c:3](-[c:7]2[cH:8][c:9]([CH2:21][N:22]([C:23]([O:24][C:25]([CH3:26])([CH3:27])[CH3:28])=[O:29])[CH3:30])[cH:10][n:11]2[S:12](=[O:13])(=[O:14])[c:15]2[cH:16][n:17][cH:18][cH:19][cH:20]2)[cH:4][s:5][cH:6]1. Reactants: C(C)(=O)OC(=CC(=O)O)CC(NC1=CC=CC=C1)=O (3-acetyloxy-5-oxo-5-phenylamino-2-pentenoic acid), S(O)(O)(=O)=O (sulphuric acid), ice. The solvent is O (water). Reaction conditions: temperature 100 celsius. Product: O=C1NC2=CC=CC=C2C(=C1)CC(=O)O (2-oxo-1,2-dihydro-4-quinolineacetic acid). The yield is 52.2%. RXN SMILES: C(O[C:5]([CH2:10][C:11](=[O:19])[NH:12][C:13]1[CH:18]=[CH:17][CH:16]=[CH:15][CH:14]=1)=[CH:6][C:7]([OH:9])=[O:8])(=O)C.S(=O)(=O)(O)O>O>[O:19]=[C:11]1[CH:10]=[C:5]([CH2:6][C:7]([OH:9])=[O:8])[C:14]2[C:13](=[CH:18][CH:17]=[CH:16][CH:15]=2)[NH:12]1. Procedure details: 150 g (0.57 mol) of 3-acetyloxy-5-oxo-5-phenylamino-2-pentenoic acid are poured in small portions while stirring into 500 ml of 95-97% sulphuric acid, and the reaction medium is then heated to 100° C. for 2 h. After being cooled, this solution is poured into a mixture of 1 kg of ice and 500 ml of water while stirring. The solid thereby obtained is drained. It is washed with 3 times 100 ml of water and dried for 8 h at 60° C. 60.5 g (52%) of 2-oxo-1,2-dihydro-4-quinolineacetic acid, melting point... Reactants: C(C)(C)(C)OC(=O)N1[C@H](CN(CC1)CC1=CC=CC=C1)CC1=CC=CC=C1 (1-tert-butoxycarbonyl-2(S),4-dibenzylpiperazine). The reagents and catalysts are [Pd] (palladium on carbon). The product is C(C1=CC=CC=C1)[C@@H]1N(CCNC1)C(=O)OC(C)(C)C (2(S)-Benzyl-1-tert-butoxycarbonylpiperazine). As a reaction SMILES: [C:1]([O:5][C:6]([N:8]1[CH2:13][CH2:12][N:11](CC2C=CC=CC=2)[CH2:10][C@@H:9]1[CH2:21][C:22]1[CH:27]=[CH:26][CH:25]=[CH:24][CH:23]=1)=[O:7])([CH3:4])([CH3:3])[CH3:2]>[Pd]>[CH2:21]([C@H:9]1[CH2:10][NH:11][CH2:12][CH2:13][N:8]1[C:6]([O:5][C:1]([CH3:4])([CH3:3])[CH3:2])=[O:7])[C:22]1[CH:23]=[CH:24][CH:25]=[CH:26][CH:27]=1. Procedure: The title compound was prepared according to the procedure described in Example 1, Step C, except using 1-tert-butoxycarbonyl-2(S),4-dibenzylpiperazine (4.78 g, 11.3 mmol) and 10% palladium on carbon (1.04 g). The title compound was obtained as an oil. 1HNMR (300 MHz, CD3OD) δ 7.25 (5H, m), 4.35 (1H, m), 4.00 (1H, d, J=12 Hz), 2.7-3.3 (7H, m), 1.25 (9H, s). The reactants are [BH4-], CO, COc1cc(OC)nc(C(SC)c2cccc(Cl)c2N)n1, [Na+], Cl[Ni]Cl, O, O, O, O, O, O. The product is COc1cc(OC)nc(Cc2cccc(Cl)c2N)n1. RXN SMILES: [BH4-:22].[CH3:33][OH:34].[Cl:1][c:2]1[c:3]([NH2:4])[c:5]([CH:9]([S:10][CH3:11])[c:12]2[n:13][c:14]([O:20][CH3:21])[cH:15][c:16]([O:18][CH3:19])[n:17]2)[cH:6][cH:7][cH:8]1.[Na+:23].[Ni:30]([Cl:31])[Cl:32].[OH2:24].[OH2:25].[OH2:26].[OH2:27].[OH2:28].[OH2:29]>>[Cl:1][c:2]1[c:3]([NH2:4])[c:5]([CH2:9][c:12]2[n:13][c:14]([O:20][CH3:21])[cH:15][c:16]([O:18][CH3:19])[n:17]2)[cH:6][cH:7][cH:8]1. Yields the product O1N=C(C2=C1C=CC=C2)C(=O)O (3-benzisoxazolecarboxylic acid). Reaction SMILES: [O:1]1[C:5]2[CH:6]=[CH:7][CH:8]=[CH:9][C:4]=2[C:3]([C:10]([O:12]CC)=[O:11])=[N:2]1.S(=O)(=O)(O)O>O>[O:1]1[C:5]2[CH:6]=[CH:7][CH:8]=[CH:9][C:4]=2[C:3]([C:10]([OH:12])=[O:11])=[N:2]1. Procedure: 8.6 g of 3B was mixed with 175 ml of 70% sulfuric acid and the mixture was heated at 80° C. for 4 hours. The mixture was cooled, 200 ml of cold water was added, the mixture was extracted with ether, and the extract was dried (Na2SO4) and stripped of solvent. The residue was triturated with pentane, and the solid was collected and dried to give 3-benzisoxazolecarboxylic acid (3C), as a white solid, m.p.: 132°-134° C. (with decomposition). Conditions: temperature 80 celsius. Reactants: O1N=C(C2=C1C=CC=C2)C(=O)OCC (ethyl 3-benzisoxazolylcarboxylate), S(O)(O)(=O)=O (sulfuric acid). Solvent: O (water). The reactants are FC1=C(C=CC=C1)C1=C2C=3CCCCC3NC2=C(C=C1)C(=O)N (5-(2-fluorophenyl)-2,3,4,9-tetrahydro-1H-carbazole-8-carboxamide), ClC=1C(C(=C(C(C1Cl)=O)C#N)C#N)=O (2,3-dichloro-5,6-dicyano-1,4-benzoquinone). Run in C1(=CC=CC=C1)C (toluene). Conditions: time 4 hour. The product is FC1=C(C=CC=C1)C1=CC=C(C=2NC3=CC=CC=C3C12)C(=O)N (4-(2-fluorophenyl)-9H-carbazole-1-carboxamide). The yield is 19.0%. As a reaction SMILES: [F:1][C:2]1[CH:7]=[CH:6][CH:5]=[CH:4][C:3]=1[C:8]1[CH:20]=[CH:19][C:18]([C:21]([NH2:23])=[O:22])=[C:17]2[C:9]=1[C:10]1[CH2:11][CH2:12][CH2:13][CH2:14][C:15]=1[NH:16]2.ClC1C(=O)C(C#N)=C(C#N)C(=O)C=1Cl>C1(C)C=CC=CC=1>[F:1][C:2]1[CH:7]=[CH:6][CH:5]=[CH:4][C:3]=1[C:8]1[C:9]2[C:10]3[C:15](=[CH:14][CH:13]=[CH:12][CH:11]=3)[NH:16][C:17]=2[C:18]([C:21]([NH2:23])=[O:22])=[CH:19][CH:20]=1. Procedure details: A solution of 5-(2-fluorophenyl)-2,3,4,9-tetrahydro-1H-carbazole-8-carboxamide (Example 47-1, 0.024 g, 0.078 mmol) in toluene (0.39 mL) was treated with 2,3-dichloro-5,6-dicyano-1,4-benzoquinone (0.039 g, 0.171 mmol), and the mixture was heated to reflux. After 4 h, the mixture was cooled to rt. The solid was removed by filtration and rinsed with EtOAc. The filtrate was concentrated, diluted with methanol and subjected to preparative HPLC. The product-containing effluent was treated with NaHCO3 ... Reactants: P(C(C)(C)C)(C(C)(C)C)C(C)(C)C (P(tBu)3), CC(C)(C)[O-].[Na+] (NaOtBu), BrC1=CC=C(C=C1)I (1-bromo-4-iodobenzene), C1(=CC=C(C=C1)NC1=CC=2C(C3=CC=CC=C3C2C=C1)(C)C)C1=CC=CC=C1 (biphenyl-4-yl-(9,9-dimethyl-9H-fluoren-2-yl)amine), N#N (N2). Reagents/catalysts: C(C)(=O)[O-].[Pd+2].C(C)(=O)[O-] (palladium(II) acetate). Solvent: O (water), O1CCOCC1 (dioxane). Product: C1(=CC=C(C=C1)N(C1=CC=2C(C3=CC=CC=C3C2C=C1)(C)C)C1=CC=C(C=C1)Br)C1=CC=CC=C1 (Biphenyl-4-yl-(4-bromophenyl)-(9,9-dimethyl-9H-fluoren-2-yl)amine). RXN SMILES: [Br:1][C:2]1[CH:7]=[CH:6][C:5](I)=[CH:4][CH:3]=1.[C:9]1([C:31]2[CH:36]=[CH:35][CH:34]=[CH:33][CH:32]=2)[CH:14]=[CH:13][C:12]([NH:15][C:16]2[CH:28]=[CH:27][C:26]3[C:25]4[C:20](=[CH:21][CH:22]=[CH:23][CH:24]=4)[C:19]([CH3:30])([CH3:29])[C:18]=3[CH:17]=2)=[CH:11][CH:10]=1.N#N.P(C(C)(C)C)(C(C)(C)C)C(C)(C)C.CC([O-])(C)C.[Na+]>O1CCOCC1.C([O-])(=O)C.[Pd+2].C([O-])(=O)C.O>[C:9]1([C:31]2[CH:32]=[CH:33][CH:34]=[CH:35][CH:36]=2)[CH:14]=[CH:13][C:12]([N:15]([C:5]2[CH:6]=[CH:7][C:2]([Br:1])=[CH:3][CH:4]=2)[C:16]2[CH:28]=[CH:27][C:26]3[C:25]4[C:20](=[CH:21][CH:22]=[CH:23][CH:24]=4)[C:19]([CH3:30])([CH3:29])[C:18]=3[CH:17]=2)=[CH:11][CH:10]=1 |f:4.5,7.8.9|. Procedure: A degassed solution of 24.6 g (87 mmol) of 1-bromo-4-iodobenzene and 28.8 g (80 mmol) of biphenyl-4-yl-(9,9-dimethyl-9H-fluoren-2-yl)amine in 1000 ml of dioxane is saturated with N2 for 1 h. Then firstly 0.9 ml (4.3 mmol) of P(tBu)3, then 0.48 g (2.1 mmol) of palladium(II) acetate are added to the solution. 12.6 g (131 mmol) of NaOtBu in the solid state are subsequently added. The reaction mixture is heated under reflux for 18 h. After cooling to room temperature, 1000 ml of water are carefully ...